This data is from the Open Reaction Database (ORD), a public repository of structured organic reaction records. The task is: describe an organic reaction: reactants, conditions, products, and yield Reactants: CN(C)c1ccc(C(c2ccc(N(C)C)cc2)c2ccc(N(C)C)cc2C(=O)O)cc1, Cl, O=[Pb]=O. Product: CN(C)c1ccc(C2(c3ccc(N(C)C)cc3)OC(=O)c3cc(N(C)C)ccc32)cc1. As a reaction SMILES: [CH3:1][N:2]([c:3]1[cH:4][cH:5][c:6]([CH:9]([c:10]2[c:11]([C:12](=[O:13])[OH:14])[cH:15][c:16]([N:19]([CH3:20])[CH3:21])[cH:17][cH:18]2)[c:22]2[cH:23][cH:24][c:25]([N:28]([CH3:29])[CH3:30])[cH:26][cH:27]2)[cH:7][cH:8]1)[CH3:31].[ClH:35].[Pb:32](=[O:33])=[O:34]>>[CH3:1][N:2]([c:3]1[cH:4][cH:5][c:6]([C:9]2([c:22]3[cH:23][cH:24][c:25]([N:28]([CH3:29])[CH3:30])[cH:26][cH:27]3)[c:10]3[c:11]([cH:15][c:16]([N:19]([CH3:20])[CH3:21])[cH:17][cH:18]3)[C:12](=[O:14])[O:13]2)[cH:7][cH:8]1)[CH3:31].